Dataset: the Open Reaction Database (ORD), a public repository of structured organic reaction records. Task: describe an organic reaction: reactants, conditions, products, and yield Starting materials: CC(C)(C)[Mg+], C1CCOC1, [Cl-], O=Cc1ccc(OC(F)(F)F)cc1, O=S(=O)(O)O. Product: CC(C)(C)C(O)c1ccc(OC(F)(F)F)cc1. RXN SMILES: [C:2]([CH3:3])([CH3:4])([CH3:5])[Mg+:6].[CH2:25]1[O:26][CH2:27][CH2:28][CH2:29]1.[Cl-:1].[F:7][C:8]([O:9][c:10]1[cH:11][cH:12][c:13]([CH:14]=[O:15])[cH:16][cH:17]1)([F:18])[F:19].[S:20](=[O:21])(=[O:22])([OH:23])[OH:24]>>[C:2]([CH3:3])([CH3:4])([CH3:5])[CH:14]([c:13]1[cH:12][cH:11][c:10]([O:9][C:8]([F:7])([F:18])[F:19])[cH:17][cH:16]1)[OH:15]. Reactants: CCO, CCOC(=O)CNC(=O)CNC(=O)C(CC1CCCCC1)NC(=O)c1ccco1, [Li+], C1CCOC1, [OH-], O, O, O. Yields the product O=C(O)CNC(=O)CNC(=O)C(CC1CCCCC1)NC(=O)c1ccco1. Reaction SMILES: [CH2:39]([OH:40])[CH3:41].[CH2:5]([CH3:6])[O:7][C:8]([CH2:9][NH:10][C:11]([CH2:12][NH:13][C:14]([CH:15]([NH:16][C:17](=[O:18])[c:19]1[o:20][cH:21][cH:22][cH:23]1)[CH2:24][CH:25]1[CH2:26][CH2:27][CH2:28][CH2:29][CH2:30]1)=[O:31])=[O:32])=[O:33].[Li+:4].[O:34]1[CH2:35][CH2:36][CH2:37][CH2:38]1.[OH-:3].[OH2:1].[OH2:2].[OH2:42]>>[O:7]=[C:8]([CH2:9][NH:10][C:11]([CH2:12][NH:13][C:14]([CH:15]([NH:16][C:17](=[O:18])[c:19]1[o:20][cH:21][cH:22][cH:23]1)[CH2:24][CH:25]1[CH2:26][CH2:27][CH2:28][CH2:29][CH2:30]1)=[O:31])=[O:32])[OH:33].